From a dataset of the Open Reaction Database (ORD), a public repository of structured organic reaction records. describe an organic reaction: reactants, conditions, products, and yield Procedure details: (15:0)-Cardanol (10.2 g) is added to an equivalent proportion of ethyl magnesium bromide in dry ethereal solution to form the phenoxy magnesium bromide, completion of which is observed when evolution of ethane ceases. Ethyl orthoformate (10 cm3) is added and the ether removed by distillation so that the temperature rises to 100° C. After refluxing for three hours, the mixture is decomposed with dilute hydrochloric acid and warmed to effect the hydrolysis of the intermediate acetal formed. Ethera... Yields the product C(CCCCCCCCCCCCCC)C=1C=C(C(C=O)=CC1)O (4-Pentadecylsalicylaldehyde). Starting materials: CC (ethane), C=CC/C=C\C/C=C\CCCCCCCC1=CC=CC(=C1)O (cardanol), C(OCC)([O-])[O-] (Ethyl orthoformate). RXN SMILES: CC.[CH2:3]=[CH:4][CH2:5]/[CH:6]=[CH:7]\[CH2:8]/[CH:9]=[CH:10]\[CH2:11][CH2:12][CH2:13][CH2:14][CH2:15][CH2:16][CH2:17][C:18]1[CH:23]=[C:22]([OH:24])[CH:21]=[CH:20][CH:19]=1.[CH:25]([O-])([O-])[O:26]CC>>[CH2:17]([C:18]1[CH:23]=[C:22]([OH:24])[C:21](=[CH:20][CH:19]=1)[CH:25]=[O:26])[CH2:16][CH2:15][CH2:14][CH2:13][CH2:12][CH2:11][CH2:10][CH2:9][CH2:8][CH2:7][CH2:6][CH2:5][CH2:4][CH3:3]. Starting materials: CC=1SC(=NN1)C=CC1=C(C=CC=C1)OCC1CO1 (2-methyl-5-[2-(2,3-epoxypropoxy)-styryl]-1,3,4-thiadiazole), solution, Cl (hydrogen chloride). The solvent is C(C)O (ethanol), CCOCC (ether). Reaction conditions: time 12 hour. The product is CC=1SC(=NN1)C=CC1=C(C=CC=C1)OCC(CCl)O (2-methyl-5-[2-(2-hydroxy-3-chloropropoxy)-styryl]-1,3,4-thiadiazole). Reaction SMILES: [CH3:1][C:2]1[S:3][C:4]([CH:7]=[CH:8][C:9]2[CH:14]=[CH:13][CH:12]=[CH:11][C:10]=2[O:15][CH2:16][CH:17]2[O:19][CH2:18]2)=[N:5][N:6]=1.[ClH:20]>C(O)C.CCOCC>[CH3:1][C:2]1[S:3][C:4]([CH:7]=[CH:8][C:9]2[CH:14]=[CH:13][CH:12]=[CH:11][C:10]=2[O:15][CH2:16][CH:17]([OH:19])[CH2:18][Cl:20])=[N:5][N:6]=1. Procedure details: 1 g of 2-methyl-5-[2-(2,3-epoxypropoxy)-styryl]-1,3,4-thiadiazole in a mixture of 100 ml of ethanol and 5 ml of a 3 N solution of hydrogen chloride in ether is left to stand for 12 hours. The precipitate formed is filtered off, washed neutral with ether and chromatographed over silica gel, using chloroform. The product eluates are evaporated to dryness, giving spectroscopically pure 2-methyl-5-[2-(2-hydroxy-3-chloropropoxy)-styryl]-1,3,4-thiadiazole of melting point 168°-170° C. Starting materials: O=C([O-])[O-], CC1(C)COCCN1, CC#N, Cl, Cc1ccc(CC2CN(CC=CCCl)CCN2C(=O)c2cc(C(F)(F)F)cc(C(F)(F)F)c2)cc1C, [K+], [K+]. Product: Cl, Cl, Cc1ccc(CC2CN(CC=CCN3CCOCC3(C)C)CCN2C(=O)c2cc(C(F)(F)F)cc(C(F)(F)F)c2)cc1C. As a reaction SMILES: [C:46](=[O:47])([O-:48])[O-:49].[CH3:38][C:39]1([CH3:45])[CH2:40][O:41][CH2:42][CH2:43][NH:44]1.[CH3:52][C:53]#[N:54].[ClH:37].[F:1][C:2]([c:3]1[cH:4][c:5]([C:6](=[O:7])[N:8]2[CH:9]([CH2:19][c:20]3[cH:21][c:22]([CH3:27])[c:23]([CH3:26])[cH:24][cH:25]3)[CH2:10][N:11]([CH2:14][CH:15]=[CH:16][CH2:17][Cl:18])[CH2:12][CH2:13]2)[cH:28][c:29]([C:31]([F:32])([F:33])[F:34])[cH:30]1)([F:35])[F:36].[K+:50].[K+:51]>>[ClH:18].[ClH:37].[F:1][C:2]([c:3]1[cH:4][c:5]([C:6](=[O:7])[N:8]2[CH:9]([CH2:19][c:20]3[cH:21][c:22]([CH3:27])[c:23]([CH3:26])[cH:24][cH:25]3)[CH2:10][N:11]([CH2:14][CH:15]=[CH:16][CH2:17][N:44]3[C:39]([CH3:38])([CH3:45])[CH2:40][O:41][CH2:42][CH2:43]3)[CH2:12][CH2:13]2)[cH:28][c:29]([C:31]([F:32])([F:33])[F:34])[cH:30]1)([F:35])[F:36]. Starting materials: OC1=CC=2CC3=CC(=CC=C3C2C=C1)O (2,7-dihydroxyfluorene), C(C=C)(=O)OCCCCCCOC1=CC=C(C(=O)O)C=C1 (4-(6-acryloyloxyhexyloxy)benzoic acid), C(CCl)Cl (EDC), ClCCl (dichloromethane). Reagents/catalysts: CN(C)C=1C=CN=CC1 (DMAP). Run in O (Water). Reaction conditions: time 12 hour. The product is C(C=C)(=O)OCCCCCCOC1=CC=C(C(=O)OC2=CC=3CC4=CC(=CC=C4C3C=C2)OC(C2=CC=C(C=C2)OCCCCCCOC(C=C)=O)=O)C=C1 (2,7-bis(4-(6-acryloyloxyhexyl)oxybenzoyloxy)fluorene). The yield is 22.3%. Reaction SMILES: [OH:1][C:2]1[CH:14]=[CH:13][C:12]2[C:11]3[C:6](=[CH:7][C:8]([OH:15])=[CH:9][CH:10]=3)[CH2:5][C:4]=2[CH:3]=1.[C:16]([O:20][CH2:21][CH2:22][CH2:23][CH2:24][CH2:25][CH2:26][O:27][C:28]1[CH:36]=[CH:35][C:31]([C:32](O)=[O:33])=[CH:30][CH:29]=1)(=[O:19])[CH:17]=[CH2:18].[CH2:37](Cl)[CH2:38]Cl.ClCCl>CN(C1C=CN=CC=1)C.O>[C:16]([O:20][CH2:21][CH2:22][CH2:23][CH2:24][CH2:25][CH2:26][O:27][C:38]1[CH:37]=[CH:35][C:31]([C:32]([O:1][C:2]2[CH:14]=[CH:13][C:12]3[C:11]4[C:6](=[CH:7][C:8]([O:15][C:32](=[O:33])[C:31]5[CH:35]=[CH:36][C:28]([O:27][CH2:26][CH2:25][CH2:24][CH2:23][CH2:22][CH2:21][O:20][C:16](=[O:19])[CH:17]=[CH2:18])=[CH:29][CH:30]=5)=[CH:9][CH:10]=4)[CH2:5][C:4]=3[CH:3]=2)=[O:33])=[CH:30][CH:29]=1)(=[O:19])[CH:17]=[CH2:18]. Reported procedure: A mixture of 2,7-dihydroxyfluorene (0.5 g), 4-(6-acryloyloxyhexyloxy)benzoic acid (1.62 g), EDC (1.06 g), DMAP (6.16 mg) and dichloromethane (30 mL) was stirred at a room temperature for 12 hours. Water was added to the reaction mixture to separate an organic layer, and the resulting organic layer was washed with water and dried on anhydrous magnesium sulfate. The solvent was distilled off from this organic layer under reduced pressure, and the resulting residue was purified by means of column c... Reactants: mixture, [NH2-].[Na+] (sodium amide), [Cl-].[NH4+] (ammonium chloride), ClC1=CC=C(C=C1)C1=NOC2=C1C(CCC(C2)C(=O)OC)=O (methyl 3-(4-chlorophenyl)-5,6,7,8-tetrahydro-4-oxo-4H-cyclohept[d]isoxazole-7-carboxylate), O1CCCC1 (tetrahydrofuran), O1CCCC1 (tetrahydrofuran). The reagents and catalysts are [Br-].C[P+](C1=CC=CC=C1)(C1=CC=CC=C1)C1=CC=CC=C1 (methyltriphenylphosphonium bromide). Conditions: time 15 minute. The product is ClC1=CC=C(C=C1)C1=NOC2=C1C(CCC(C2)C(=O)OC)=C (methyl 3-(4-chlorophenyl)-5,6,7,8-tetrahydro-4-methylene-4H-cyclohept[d]isoxazole-7-carboxylate). RXN SMILES: [NH2-].[Na+].[Cl:3][C:4]1[CH:9]=[CH:8][C:7]([C:10]2[C:14]3[C:15](=O)[CH2:16][CH2:17][CH:18]([C:20]([O:22][CH3:23])=[O:21])[CH2:19][C:13]=3[O:12][N:11]=2)=[CH:6][CH:5]=1.[Cl-].[NH4+].O1CCC[CH2:28]1>[Br-].C[P+](C1C=CC=CC=1)(C1C=CC=CC=1)C1C=CC=CC=1>[Cl:3][C:4]1[CH:9]=[CH:8][C:7]([C:10]2[C:14]3[C:15](=[CH2:28])[CH2:16][CH2:17][CH:18]([C:20]([O:22][CH3:23])=[O:21])[CH2:19][C:13]=3[O:12][N:11]=2)=[CH:6][CH:5]=1 |f:0.1,3.4,6.7|. Reported procedure: 2.65 g of a mixture of methyltriphenylphosphonium bromide and sodium amide (approximately 6.3 mmol of each component) was stirred under nitrogen and 16 ml of dry tetrahydrofuran were added. After stirring at room temperature for 15 minutes, the mixture was cooled in ice and a solution of 1.85 g (5.79 mmol) of methyl 3-(4-chlorophenyl)-5,6,7,8-tetrahydro-4-oxo-4H-cyclohept[d]isoxazole-7-carboxylate in 11 ml of dry tetrahydrofuran was added dropwise. The mixture was stirred in the cold for 0.5 hou... The reactants are C(CCC)NC1=NC(=NC(=N1)NCCCC)Cl (N,N′-dibutyl-6-chloro-[1,3,5]triazine-2,4-diamine), C(C)(C)N(CC)C(C)C (diisopropylethylamine), C(O)CN (ethanolamine). Solvent: CC(=O)N(C)C (dimethylacetamide). Conditions: time 1.5 hour. The product is C(CCC)NC1=NC(=NC(=N1)NCCCC)NCCO (N,N′-dibutyl-N″-hydroxyethyl-[1,3,5]triazine-2,4,6-triamine). RXN SMILES: [CH2:1]([NH:5][C:6]1[N:11]=[C:10]([NH:12][CH2:13][CH2:14][CH2:15][CH3:16])[N:9]=[C:8](Cl)[N:7]=1)[CH2:2][CH2:3][CH3:4].C(N(C(C)C)CC)(C)C.[CH2:27]([CH2:29][NH2:30])[OH:28]>CC(N(C)C)=O>[CH2:1]([NH:5][C:6]1[N:11]=[C:10]([NH:12][CH2:13][CH2:14][CH2:15][CH3:16])[N:9]=[C:8]([NH:30][CH2:29][CH2:27][OH:28])[N:7]=1)[CH2:2][CH2:3][CH3:4]. Procedure details: In a 500-ml eggplant-shaped flask were placed 77.8 millimoles of N,N′-dibutyl-6-chloro-[1,3,5]triazine-2,4-diamine, 100 ml of dimethylacetamide, 233.5 millimoles of diisopropylethylamine, and 155.6 millimoles of ethanolamine and the mixture was heated at 160° C. with stirring. After 1.5 hours, the mixture was cooled to room temperature and the solvent was distilled off. A white precipitate in the residue was filtered and the filtrate was purified by silica gel column chromatography to give N,N′-... As a reaction SMILES: [CH2:31]([Cl:32])[Cl:33].[CH2:34]1[CH2:35][CH2:36][CH2:37][CH2:38][CH2:39]1.[Cl:9][C:10]([Cl:11])([Cl:12])[C:20](=[NH:21])[O:22][CH2:13][c:14]1[cH:15][cH:16][cH:17][cH:18][cH:19]1.[F:23][C:24]([F:25])([F:26])[S:27]([OH:28])(=[O:29])=[O:30].[OH:1][CH:2]([CH2:3][C:4](=[O:5])[O:6][CH3:7])[CH3:8]>>[O:1]([CH:2]([CH2:3][C:4](=[O:5])[O:6][CH3:7])[CH3:8])[CH2:13][c:14]1[cH:15][cH:16][cH:17][cH:18][cH:19]1. Product: COC(=O)CC(C)OCc1ccccc1. Reactants: ClCCl, C1CCCCC1, N=C(OCc1ccccc1)C(Cl)(Cl)Cl, O=S(=O)(O)C(F)(F)F, COC(=O)CC(C)O.